This data is from the Open Reaction Database (ORD), a public repository of structured organic reaction records. The task is: describe an organic reaction: reactants, conditions, products, and yield Starting materials: C1(=CC=C(C=C1)S(=O)(=O)OC[C@H]1COC=2C(=C3CC(NC3=CC2)=O)O1)C ((R)-2-(Toluene-4-sulfonyloxymethyl)-2,3,8,9-tetrahydro-7H-1,4-dioxino[2,3-e]indol-8-one), C1(=CC=CC=C1)CCCCN (phenylbutylamine), O (water). Run in CS(=O)C (DMSO). Conditions: temperature 85 celsius. Yields the product C1(=CC=CC=C1)CCCCNC1(COC=2C(=C3CC(NC3=CC2)=O)O1)C (2-(4-Phenyl-butylamino)-methyl-2,3,8,9-tetrahydro-7H-1,4-dioxino[2,3-e]indol-8-one). The yield is 26.3%. RXN SMILES: C1(C)C=CC(S(O[CH2:11][C@@H:12]2[O:25][C:16]3=[C:17]4[C:21](=[CH:22][CH:23]=[C:15]3[O:14][CH2:13]2)[NH:20][C:19](=[O:24])[CH2:18]4)(=O)=O)=CC=1.[C:27]1([CH2:33][CH2:34][CH2:35][CH2:36][NH2:37])[CH:32]=[CH:31][CH:30]=[CH:29][CH:28]=1.O>CS(C)=O>[C:27]1([CH2:33][CH2:34][CH2:35][CH2:36][NH:37][C:12]2([CH3:11])[O:25][C:16]3=[C:17]4[C:21](=[CH:22][CH:23]=[C:15]3[O:14][CH2:13]2)[NH:20][C:19](=[O:24])[CH2:18]4)[CH:32]=[CH:31][CH:30]=[CH:29][CH:28]=1. Procedure: (R)-2-(Toluene-4-sulfonyloxymethyl)-2,3,8,9-tetrahydro-7H-1,4-dioxino[2,3-e]indol-8-one (1.05 g, 2.80 mmole) and phenylbutylamine (1.99 ml, 12.5 mmole) were combined in 15 ml of dry DMSO and heated to 85° C. for 4 hours under a nitrogen atmosphere. After cooling to room temperature, 200 ml of water was added and the mixture was extracted twice with 300 ml portions of 50% ethyl acetate in hexane. The combined organic phases were washed with brine, dried over MgSO4, filtered and concentrated in va... The reactants are [OH-].[NH4+] (ammonium hydroxide), COC1=CC(=C(C=C1)O)[N+](=O)[O-] (4-methoxy-2-nitrophenol), S(=O)([O-])S(=O)[O-].[Na+].[Na+] (sodium dithionite). Solvent: O (water). Reaction conditions: time 2 hour. Product: COC1=CC(=C(C=C1)O)N (4-methoxy-2-aminophenol). Reaction SMILES: [CH3:1][O:2][C:3]1[CH:8]=[CH:7][C:6]([OH:9])=[C:5]([N+:10]([O-])=O)[CH:4]=1.[OH-].[NH4+].S(S([O-])=O)([O-])=O.[Na+].[Na+]>O>[CH3:1][O:2][C:3]1[CH:8]=[CH:7][C:6]([OH:9])=[C:5]([NH2:10])[CH:4]=1 |f:1.2,3.4.5|. Procedure: 193.1 g of 7A was mixed with 1400 ml of water. 513 ml of ammonium hydroxide was added. 595 g of powdered sodium dithionite was added in portions over a period of 50 minutes. The resulting mixture was stirred for 2 hours. The solid product was collected and dried under vacuum over P2O5 to give 4-methoxy-2-aminophenol (7B), mp: 134°-136° C. The reactants are C[Li] (methyl lithium), C[Si](C)(C)Cl (trimethylsilyl chloride), C/1(\CCC2=CC=CC=C12)=C\C(=O)OCC ((E)-ethyl 2-(2,3-dihydro-1H-inden-1-ylidene)acetate), C1C=C(C2=CC=CC=C12)CC(=O)OCC (ethyl 2-(1H-inden-3-yl)acetate). Reagents/catalysts: [Cu](I)I (copper iodide). Run in C(C)OCC (diethyl ether), C(Cl)Cl (CH2Cl2). Reaction conditions: temperature -78 celsius, time 10 minute. Product: CC1(CCC2=CC=CC=C12)CC(=O)OCC ((±)-ethyl 2-(1-methyl-2,3-dihydro-1H-inden-1-yl)acetate). Reaction SMILES: C[Li].C[Si](Cl)(C)C.[C:8]1(=[CH:17]/[C:18]([O:20][CH2:21][CH3:22])=[O:19])/[CH2:9][CH2:10][C:11]2[C:16]/1=[CH:15][CH:14]=[CH:13][CH:12]=2.[CH2:23]1C2C(=CC=CC=2)C(CC(OCC)=O)=C1>C(OCC)C.C(Cl)Cl.[Cu](I)I>[CH3:23][C:8]1([CH2:17][C:18]([O:20][CH2:21][CH3:22])=[O:19])[C:16]2[C:11](=[CH:12][CH:13]=[CH:14][CH:15]=2)[CH2:10][CH2:9]1. Procedure details: To a suspension of copper iodide (1.9 g, 9.9 mmol) in diethyl ether (10 mL) was added methyl lithium (12.4 mL, 19.8 mmol, 1.6M in diethyl ether) at 0° C. and the mixture was stirred for 10 min. The solvent was removed under reduced pressure at 0° C. and then CH2Cl2 (10 mL) was added. The reaction mixture was stirred for 5 minutes at 0° C., and then the solvent was removed again under reduced pressure at 0° C. To the residue was added pre-cooled CH2Cl2 (75 mL), cooled to −78° C., and then added t... Starting materials: CC(=O)O, CO, COc1cc(C(=O)O)c(F)cc1[N+](=O)[O-], [H][H]. Yields the product COc1cc(C(=O)O)c(F)cc1N. RXN SMILES: [C:16]([OH:17])(=[O:18])[CH3:19].[CH3:22][OH:23].[F:1][c:2]1[c:3]([C:4](=[O:5])[OH:6])[cH:7][c:8]([O:14][CH3:15])[c:9]([N+:11]([O-:12])=[O:13])[cH:10]1.[H:20][H:21]>>[F:1][c:2]1[c:3]([C:4](=[O:5])[OH:6])[cH:7][c:8]([O:14][CH3:15])[c:9]([NH2:11])[cH:10]1. Starting materials: [N+](=O)([O-])C=1C=C(C(=O)C=2NC=CC2)C=CC1 (2-(3'-nitrobenzoyl)pyrrole), CN(C=O)C (dimethylformamide), CI (methyl iodide), CN(C=O)C (dimethylformamide), [H-].[Na+] (Sodium hydride), C(C)(=O)OCC (ethyl acetate), CN(C=O)C (dimethylformamide). Conditions: temperature 0 celsius, time 1 hour. Yields the product CN1C(=CC=C1)CC1=CC(=CC=C1)NC(=O)N (1-Methyl-2-(3'-ureidobenzyl)pyrrole). The yield is 90.0%. Reaction SMILES: [H-].[Na+].[N+:3]([C:6]1[CH:7]=[C:8]([CH:16]=[CH:17][CH:18]=1)[C:9]([C:11]1[NH:12][CH:13]=[CH:14][CH:15]=1)=O)([O-])=O.CI.[C:21](OCC)(=O)C.C[N:28](C)[CH:29]=[O:30]>>[CH3:21][N:12]1[CH:13]=[CH:14][CH:15]=[C:11]1[CH2:9][C:8]1[CH:16]=[CH:17][CH:18]=[C:6]([NH:3][C:29]([NH2:28])=[O:30])[CH:7]=1 |f:0.1|. Reported procedure: 50% Sodium hydride 2.15 g (89 mmol) was suspended, under nitrogen atmosphere, in 100 ml of anhydrous dimethylformamide. A solution of 10 g (46 mmol) of 2-(3'-nitrobenzoyl)pyrrole in 50 ml of anhydrous dimethylformamide was added thereto, and the resulting mixture stirred for 1 hour, cooled to 0° C. and then treated dropwise with a solution of 8.6 ml (130 mmol) of methyl iodide in 30 ml of dry dimethylformamide. The reaction mixture was stirred for an additional hour at 0° C. and thereafter poure... Reported procedure: To a solution of tert-butyl 4-[N-(5-acetamido-6-bromoindan-1-yl)amino]-2-fluorobenzoate (0.420 g, 0.90 mmol) in NMP (10 ml) was added copper(I) cyanide (0.137 g, 1.53 mmol). The reaction mixture was placed in an oil-bath preheated to 145° C. and stirred at this temperature for 2 hours. The reaction mixture was allowed to cool to room temperature, then poured into a mixture of aqueous ammonia (d=0.88, 5 ml) and ice (˜15 ml) and the resulting brown mixture was stirred at room temperature for ˜5 mi... Yields the product C(C)(=O)NC=1C=C2CCC(C2=CC1C#N)NC1=CC(=C(C(=O)OC(C)(C)C)C=C1)F (Tert-butyl 4-[N-(5-acetamido-6-cyanoindan-1-yl)amino]-2-fluorobenzoate). Conditions: time 2 hour. Reactants: C(C)(=O)NC=1C=C2CCC(C2=CC1Br)NC1=CC(=C(C(=O)OC(C)(C)C)C=C1)F (tert-butyl 4-[N-(5-acetamido-6-bromoindan-1-yl)amino]-2-fluorobenzoate), [Cu]C#N (copper(I) cyanide), N (ammonia), ice. The solvent is CN1CCCC1=O (NMP). RXN SMILES: [C:1]([NH:4][C:5]1[CH:6]=[C:7]2[C:11](=[CH:12][C:13]=1Br)[CH:10]([NH:15][C:16]1[CH:28]=[CH:27][C:19]([C:20]([O:22][C:23]([CH3:26])([CH3:25])[CH3:24])=[O:21])=[C:18]([F:29])[CH:17]=1)[CH2:9][CH2:8]2)(=[O:3])[CH3:2].[Cu][C:31]#[N:32].N>CN1C(=O)CCC1>[C:1]([NH:4][C:5]1[CH:6]=[C:7]2[C:11](=[CH:12][C:13]=1[C:31]#[N:32])[CH:10]([NH:15][C:16]1[CH:28]=[CH:27][C:19]([C:20]([O:22][C:23]([CH3:26])([CH3:25])[CH3:24])=[O:21])=[C:18]([F:29])[CH:17]=1)[CH2:9][CH2:8]2)(=[O:3])[CH3:2]. The reactants are O (water), C(C1=CC=CC=C1)=C1C(C2=CC=CC=C2C1=O)=O (2-benzylidene-1,3-indandione), [OH-].[Na+] (sodium hydroxide), OO (hydrogen peroxide). Solvent: CO (methanol). Conditions: temperature 5 celsius, time 30 minute. The product is C1(=CC=CC=C1)C1OC12C(C1=CC=CC=C1C2=O)=O (3-phenylspiro[oxirane-2,2'-indan]-1',3'-dione). RXN SMILES: [CH:1](=[C:8]1[C:16](=[O:17])[C:15]2[C:10](=[CH:11][CH:12]=[CH:13][CH:14]=2)[C:9]1=[O:18])[C:2]1[CH:7]=[CH:6][CH:5]=[CH:4][CH:3]=1.[OH:19]O.[OH-].[Na+].O>CO>[C:2]1([CH:1]2[C:8]3([C:9](=[O:18])[C:10]4[C:15](=[CH:14][CH:13]=[CH:12][CH:11]=4)[C:16]3=[O:17])[O:19]2)[CH:3]=[CH:4][CH:5]=[CH:6][CH:7]=1 |f:2.3|. Procedure: To a suspension of 2-benzylidene-1,3-indandione (20 g) in methanol (200 ml) was added 30% hydrogen peroxide (19 ml). The suspension was cooled to 5° C. and 1 N sodium hydroxide (2.1 ml) was added dropwise at such a rate as to keep the temperature below 15 ° C. After completed addition, stirring was continued at room temperature for 30 minutes. The mixture was then poured into water (1.2 L). The resulting crystalline precipitate was collected by filtration, washed on the filter with water (3×100 ... Starting materials: FC1=C(C#N)C(=CC=C1)SC1=CC(=CC(=C1)OC)C (2-Fluoro-6-[(3 -methyl-5-methoxyphenyl)thio]benzonitrile), N (ammonia), resultant solution. Run in C(C)O (ethanol), C1CCOC1 (THF). Conditions: temperature 145 celsius. The product is NC1=C(C#N)C(=CC=C1)SC1=CC(=CC(=C1)OC)C (2-Amino-6-[(3 -methyl-5-methoxyphenyl)thio]benzonitrile). RXN SMILES: F[C:2]1[CH:9]=[CH:8][CH:7]=[C:6]([S:10][C:11]2[CH:16]=[C:15]([O:17][CH3:18])[CH:14]=[C:13]([CH3:19])[CH:12]=2)[C:3]=1[C:4]#[N:5].[NH3:20]>C(O)C.C1COCC1>[NH2:20][C:2]1[CH:9]=[CH:8][CH:7]=[C:6]([S:10][C:11]2[CH:16]=[C:15]([O:17][CH3:18])[CH:14]=[C:13]([CH3:19])[CH:12]=2)[C:3]=1[C:4]#[N:5]. Procedure details: A solution of 0.1 g (0.00037 mol) of 2-fluoro-6-[(3-methyl-5-methoxyphenyl)thio]benzonitrile (Example 23) in 10 mL of absolute ethanol and ca. 2 mL of THF was saturated with ammonia. The resultant solution was sealed in a glass-lined Parr bomb and heated to 145° C. for 48 h. The solvent was removed in vacuo. 20 mL of 1 NaOH was added. This aqueous solution was extracted with 3×20 mL of EtOAc. The EtOAc solution was dried over MgSO4. After solvent removal, the crude product was chromatographed on... The reactants are metal, C(C)C1=CC(=C(C(=C1N)C)N)CC (Diethyl(methyl)-1,3-benzenediamine), 15. The reagents and catalysts are [Pt] (Pt(S)/C). Run in C(C)C(=O)C (methyl ethyl ketone). Conditions: temperature 120 celsius. The product is C(C)(CC)NC1=C(C(=C(C=C1CC)CC)NC(C)CC)C (N,N′-di-sec-butyl-[diethyl(methyl)-1,3-benzenediamine]). Isolated yield 96.5%. As a reaction SMILES: [CH2:1]([C:3]1[C:8]([NH2:9])=[C:7]([CH3:10])[C:6]([NH2:11])=[C:5]([CH2:12][CH3:13])[CH:4]=1)[CH3:2]>[Pt].C(C(C)=O)C>[CH:1]([NH:11][C:6]1[C:5]([CH2:12][CH3:13])=[CH:4][C:3]([CH2:1][CH3:2])=[C:8]([NH:9][CH:5]([CH2:6][CH3:7])[CH3:12])[C:7]=1[CH3:10])([CH2:3][CH3:4])[CH3:2]. Procedure: Diethyl(methyl)-1,3-benzenediamine, as a mixture of its 2,4-diethyl-6-methyl- and 4,6-diethyl-2-methyl-isomers (10.0 g; Ethacure® 100, Albemarle Corporation), Pt(S)/C (0.5 g), Amberlyst-15 (0.5 g), and methyl ethyl ketone (50 g) were charged into a 100 mL metal autoclave at 22° C. The closed autoclave was purged 3 times with 125 psig (9.63×105 Pa) of H2 at 22° C. to remove traces of air. The reaction mixture was then heated at 120° C. under 125 psig (9.63×105 Pa) of H2 for 5.5 hrs (until no furt...